From a dataset of the Open Reaction Database (ORD), a public repository of structured organic reaction records. describe an organic reaction: reactants, conditions, products, and yield The reactants are CN1C(=NC=C1)SCCCOC1OCCCC1 (1-methyl-2-(3-(2-tetrahydropyranyloxy)propylthio)imidazole). The solvent is C(C)(=O)O (acetic acid), C1CCOC1 (THF), O (water). Yields the product OCCCSC=1N(C=CN1)C (2-(3-hydroxypropylthio)-1-methylimidazole). The yield is 96.8%. RXN SMILES: [CH3:1][N:2]1[CH:6]=[CH:5][N:4]=[C:3]1[S:7][CH2:8][CH2:9][CH2:10][O:11]C1CCCCO1>C(O)(=O)C.C1COCC1.O>[OH:11][CH2:10][CH2:9][CH2:8][S:7][C:3]1[N:2]([CH3:1])[CH:6]=[CH:5][N:4]=1. Procedure details: A solution of 1-methyl-2-(3-(2-tetrahydropyranyloxy)propylthio)imidazole (2.0 g, 7.8 mmol) in acetic acid (8 ml), THF (4 ml) and water (2 ml) was heated at 50° C. for 4 hours. The volatiles were removed by evaporation and the residue azeotroped with toluene to give 2-(3-hydroxypropylthio)-1-methylimidazole (1.3 g, 100%) as an off-white solid. Starting materials: C(CC1=CC=CC=C1)N1C=C(C2=CC(=CC=C12)O)C1CCN(CC1)C (1-phenethyl-3-(1-methylpiperidin-4-yl)-5-hydroxy-1H-indole), FC1=C(C(=CC=C1)F)S(=O)(=O)Cl (2,6-difluorobenzenesulfonyl chloride), N1=C(C=CC=C1C)C (2,6-lutidine). Solvent: CO (methanol), O1CCCC1 (tetrahydrofuran). Conditions: time 72 hour. The product is Cl.C(CC1=CC=CC=C1)N1C=C(C2=CC(=CC=C12)OS(=O)(=O)C1=C(C=CC=C1F)F)C1CCN(CC1)C (2,6-Difluorobenzenesulfonic acid 1-phenethyl-3-(1-methylpiperidin-4-yl)-1H-indol-5-yl ester hydrochloride). Yield: 67.1%. RXN SMILES: [CH2:1]([N:9]1[C:17]2[C:12](=[CH:13][C:14]([OH:18])=[CH:15][CH:16]=2)[C:11]([CH:19]2[CH2:24][CH2:23][N:22]([CH3:25])[CH2:21][CH2:20]2)=[CH:10]1)[CH2:2][C:3]1[CH:8]=[CH:7][CH:6]=[CH:5][CH:4]=1.[F:26][C:27]1[CH:32]=[CH:31][CH:30]=[C:29]([F:33])[C:28]=1[S:34]([Cl:37])(=[O:36])=[O:35].N1C(C)=CC=CC=1C>O1CCCC1.CO>[ClH:37].[CH2:1]([N:9]1[C:17]2[C:12](=[CH:13][C:14]([O:18][S:34]([C:28]3[C:29]([F:33])=[CH:30][CH:31]=[CH:32][C:27]=3[F:26])(=[O:36])=[O:35])=[CH:15][CH:16]=2)[C:11]([CH:19]2[CH2:24][CH2:23][N:22]([CH3:25])[CH2:21][CH2:20]2)=[CH:10]1)[CH2:2][C:3]1[CH:8]=[CH:7][CH:6]=[CH:5][CH:4]=1 |f:5.6|. Procedure details: To a solution of 1-phenethyl-3-(1-methylpiperidin-4-yl)-5-hydroxy-1H-indole (175 mg, 0.52 mmol) and 2,6-difluorobenzenesulfonyl chloride (133 mg, 0.58 mmol) in tetrahydrofuran (20 mL), stirring at room temperature, was added 2,6-lutidine dropwise (134 mL, 1.16 mmol). The reaction mixture was stirred for 72 hours at room temperature, before diluting it with methanol (15 mL) and applying it directly to a 5 g SCX column. After thoroughly washing with methanol, the column was eluted with a 9:1 mixtu... Reactants: BrC=1N=C(C=2N(C1)C(NN2)=O)NC(C)C (6-bromo-8-isopropylamino-2H-[1,2,4]triazolo[4,3-a]pyrazin-3-one), C1(=CC=CC=C1)P(CCCP(C1=CC=CC=C1)C1=CC=CC=C1)C1=CC=CC=C1 (1,3-bis-(diphenylphosphino)propane), TEA, CO.CS(=O)C (MeOH DMSO), CCOC(=O)C.O (EtOAc water). Reagents/catalysts: C(C)(=O)[O-].[Pd+2].C(C)(=O)[O-] (palladium(II) acetate). Run at temperature 75 celsius, time 14 hour. Yields the product COC(=O)C=1N=C(C=2N(C1)C(NN2)=O)NC(C)C (8-isopropylamino-3-oxo-2,3-dihydro-[1,2,4]triazolo[4,3-a]pyrazine-6-carboxylic acid methyl ester). As a reaction SMILES: Br[C:2]1[N:3]=[C:4]([NH:12][CH:13]([CH3:15])[CH3:14])[C:5]2[N:6]([C:8](=[O:11])[NH:9][N:10]=2)[CH:7]=1.C1(P(C2C=CC=CC=2)CCCP(C2C=CC=CC=2)C2C=CC=CC=2)C=CC=CC=1.CO.CS(C)=O.C[CH2:52][O:53][C:54](C)=[O:55].O>C([O-])(=O)C.[Pd+2].C([O-])(=O)C>[CH3:52][O:53][C:54]([C:2]1[N:3]=[C:4]([NH:12][CH:13]([CH3:15])[CH3:14])[C:5]2[N:6]([C:8](=[O:11])[NH:9][N:10]=2)[CH:7]=1)=[O:55] |f:2.3,4.5,6.7.8|. Procedure details: A solution of 521 mg of the product of Step E, 313 mg of 1,3-bis-(diphenylphosphino)propane, 212 mg of palladium(II) acetate and 13.8 g of TEA in a 10:1 mixture of MeOH/DMSO (209 mL) was agitated under a carbon monoxide atmosphere (45 psi) at 75° C. After 14 h, the reaction was cooled to ambient temperature and portioned between EtOAc/water. The resulting mixture was filtered through a pad of diatomaceous earth and the solids washed with EtOAc. The layers were separated and the aqueous was extra... Reactants: O=C([O-])O, CC(=O)O, COCOc1c(C)c(C)c2c(c1C)CCC(C)(COc1ccc([N+](=O)[O-])cn1)O2, [Na+], O=S(=O)(O)O. The product is Cc1c(C)c2c(c(C)c1O)CCC(C)(COc1ccc([N+](=O)[O-])cn1)O2. RXN SMILES: [C:35](=[O:36])([OH:37])[O-:38].[CH3:40][C:41](=[O:42])[OH:43].[CH3:6][O:7][CH2:8][O:9][c:10]1[c:11]([CH3:34])[c:12]2[c:17]([c:18]([CH3:21])[c:19]1[CH3:20])[O:16][C:15]([CH2:22][O:23][c:24]1[n:25][cH:26][c:27]([N+:30](=[O:31])[O-:32])[cH:28][cH:29]1)([CH3:33])[CH2:14][CH2:13]2.[Na+:39].[S:1](=[O:2])(=[O:3])([OH:4])[OH:5]>>[OH:9][c:10]1[c:11]([CH3:34])[c:12]2[c:17]([c:18]([CH3:21])[c:19]1[CH3:20])[O:16][C:15]([CH2:22][O:23][c:24]1[n:25][cH:26][c:27]([N+:30](=[O:31])[O-:32])[cH:28][cH:29]1)([CH3:33])[CH2:14][CH2:13]2. Reactants: COC=1C=C(C(=O)O)C=C(C1OC)[N+](=O)[O-] (3,4-dimethoxy-5-nitrobenzoic acid), S(=O)(Cl)Cl (thionyl chloride). Conditions: time 1 hour. Yields the product COC=1C=C(C(=O)Cl)C=C(C1OC)[N+](=O)[O-] (3,4-dimethoxy-5-nitrobenzoyl chloride). As a reaction SMILES: [CH3:1][O:2][C:3]1[CH:4]=[C:5]([CH:9]=[C:10]([N+:14]([O-:16])=[O:15])[C:11]=1[O:12][CH3:13])[C:6](O)=[O:7].S(Cl)([Cl:19])=O>>[CH3:1][O:2][C:3]1[CH:4]=[C:5]([CH:9]=[C:10]([N+:14]([O-:16])=[O:15])[C:11]=1[O:12][CH3:13])[C:6]([Cl:19])=[O:7]. Procedure: 9.5 g of 3,4-dimethoxy-5-nitrobenzoic acid are suspended in 95 ml of thionyl chloride. The suspension is stirred at 80° for 1 hour. By two-fold evaporation with the addition of absolute toluene there are obtained 10 g of 3,4-dimethoxy-5-nitrobenzoyl chloride which is dissolved in 100 ml of tetrahydrofuran. This solution is added dropwise to 300 ml of 28 percent aqueous ammonia. The mixture is subsequently stirred at 40° for 2 hours and cooled to 5°. The crystalline precipitate is filtered off. T...